This data is from the Open Reaction Database (ORD), a public repository of structured organic reaction records. The task is: describe an organic reaction: reactants, conditions, products, and yield Starting materials: N=C1C(=C(C(C=C1)(SCCC)C)CC1=CC=CC=C1)NC(=S)NC(=O)OC (1-imino(4-methyl)phenylmethyl-2-(3-carbomethoxythioureido)-4-propylthiobenzene), CI (methyl iodide), [OH-].[Na+] (sodium hydroxide). Solvent: CC(=O)C (acetone), O (water). Conditions: time 10 minute. Product: N=C1C(=C(C(C=C1)(SCCC)C)CC1=CC=CC=C1)NC(SC)=NC(=O)OC (1-imino(4-methyl)phenylmethyl-2-(3-carbomethoxy-S-methyl isothioureido)-4-propylthiobenzene). Yield: 86.2%. As a reaction SMILES: [NH:1]=[C:2]1[CH:7]=[CH:6][C:5]([CH3:12])([S:8][CH2:9][CH2:10][CH3:11])[C:4]([CH2:13][C:14]2[CH:19]=[CH:18][CH:17]=[CH:16][CH:15]=2)=[C:3]1[NH:20][C:21]([NH:23][C:24]([O:26][CH3:27])=[O:25])=[S:22].[OH-].[Na+].[CH3:30]I>CC(C)=O.O>[NH:1]=[C:2]1[CH:7]=[CH:6][C:5]([CH3:12])([S:8][CH2:9][CH2:10][CH3:11])[C:4]([CH2:13][C:14]2[CH:15]=[CH:16][CH:17]=[CH:18][CH:19]=2)=[C:3]1[NH:20][C:21](=[N:23][C:24]([O:26][CH3:27])=[O:25])[S:22][CH3:30] |f:1.2|. Procedure details: To a suspension of 1-imino(4-methyl)phenylmethyl-2-(3-carbomethoxythioureido)-4-propylthiobenzene (4.02 g; 0.01 mole) in acetone (60 ml) and water (20 ml) there is added 50% aqueous sodium hydroxide (0.8 g; 0.01 mole). The solution that forms within 10 min. is stirred at room temperature for 50 min. and to it there is added methyl iodide (1.42 g; 0.01 mole). The suspension that forms is stirred at room temperature for 1 hr. and is vacuum filtered. The filter cake is air dried to afford 1-imino(4... The reactants are FC=1C=C(C=NC2=CC=C(C=C2)S(N)(=O)=O)C=CC1OC (N-(3-fluoro-4-methoxybenzylidene)-4-sulfamoylaniline), C[Si](C)(C)C#N (trimethylsilyl cyanide). The product is FC=1C=C(C=CC1OC)C(C#N)NC1=CC=C(C=C1)S(N)(=O)=O (α-(3-Fluoro-4-methoxyphenyl)-α-(4-sulfamoylanilino)acetonitrile), powder. Yield: 98.0%. Reaction SMILES: [F:1][C:2]1[CH:3]=[C:4]([CH:17]=[CH:18][C:19]=1[O:20][CH3:21])[CH:5]=[N:6][C:7]1[CH:12]=[CH:11][C:10]([S:13](=[O:16])(=[O:15])[NH2:14])=[CH:9][CH:8]=1.C[Si]([C:26]#[N:27])(C)C>>[F:1][C:2]1[CH:3]=[C:4]([CH:5]([NH:6][C:7]2[CH:8]=[CH:9][C:10]([S:13](=[O:16])(=[O:15])[NH2:14])=[CH:11][CH:12]=2)[C:26]#[N:27])[CH:17]=[CH:18][C:19]=1[O:20][CH3:21]. Reported procedure: Following a procedure similar to that described in Example 1(ii), but using N-(3-fluoro-4-methoxybenzylidene)-4-sulfamoylaniline [prepared as described in step (i) above] and trimethylsilyl cyanide as starting materials, the title compound was obtained as a slightly yellow powder (yield 98%). Isolated yield 89.6%. RXN SMILES: [H-].[Na+].[CH2:3]([C:7]1[CH:8]=[C:9]([NH:24][C:25]([C:27]2[C:32]([CH3:33])=[N:31][CH:30]=[CH:29][N:28]=2)=[O:26])[CH:10]=[CH:11][C:12]=1[C:13]([O:22][CH3:23])([C:18]([F:21])([F:20])[F:19])[C:14]([F:17])([F:16])[F:15])[CH:4]([CH3:6])[CH3:5].[C:34](Cl)(=[O:40])[O:35][CH2:36][CH:37]([CH3:39])[CH3:38].Cl>C1COCC1>[CH2:36]([O:35][C:34]([N:24]([C:9]1[CH:10]=[CH:11][C:12]([C:13]([O:22][CH3:23])([C:18]([F:20])([F:21])[F:19])[C:14]([F:17])([F:16])[F:15])=[C:7]([CH2:3][CH:4]([CH3:6])[CH3:5])[CH:8]=1)[C:25]([C:27]1[C:32]([CH3:33])=[N:31][CH:30]=[CH:29][N:28]=1)=[O:26])=[O:40])[CH:37]([CH3:39])[CH3:38] |f:0.1|. Procedure details: Sodium hydride (32 mg, 60% by weight, 0.8 mmol) was suspended in THF (10 ml) and a THF solution (5 ml) of N-{3-isobutyl-4-[1-methoxy-2,2,2-trifluoro-1-(trifluoromethyl)ethyl]pheny}-3-methylpyrazine-2-carboxamide (300 mg, 0.67 mmol) was dropwise added thereto. The reaction solution was stirred at room temperature for 30 minutes, and was dropwise added with a THF (2 ml) solution of isobutyl chlorocarbonate (110 mg, 0.8 mmol) and stirred for 2 hours. The reaction solution was poured into a diluted ... Reactants: [H-].[Na+] (Sodium hydride), Cl (HCl), C(OCC(C)C)(=O)Cl (isobutyl chlorocarbonate), C(C(C)C)C=1C=C(C=CC1C(C(F)(F)F)(C(F)(F)F)OC)NC(=O)C1=NC=CN=C1C (N-{3-isobutyl-4-[1-methoxy-2,2,2-trifluoro-1-(trifluoromethyl)ethyl]pheny}-3-methylpyrazine-2-carboxamide). Reaction conditions: time 30 minute. Yields the product C(C(C)C)OC(=O)N(C(=O)C1=NC=CN=C1C)C1=CC(=C(C=C1)C(C(F)(F)F)(C(F)(F)F)OC)CC(C)C (N-isobutyloxycarbonyl-N-{3-isobutyl-4-[1-methoxy-2,2,2-trifluoro-1-(trifluoromethyl)ethyl]pheny}-3-methylpyrazine-2-carboxamide). Run in C1CCOC1 (THF), C1CCOC1 (THF), C1CCOC1 (THF). The reactants are C1CCOC1, OCc1cnc2ccccc2c1, O=C1c2ccccc2C(=O)N1O, c1ccc(P(c2ccccc2)c2ccccc2)cc1. The product is O=C1c2ccccc2C(=O)N1OCc1cnc2ccccc2c1. Reaction SMILES: [CH2:44]1[O:45][CH2:46][CH2:47][CH2:48]1.[OH:1][CH2:2][c:3]1[cH:4][n:5][c:6]2[cH:7][cH:8][cH:9][cH:10][c:11]2[cH:12]1.[OH:32][N:33]1[C:34](=[O:43])[c:35]2[c:36]([cH:39][cH:40][cH:41][cH:42]2)[C:37]1=[O:38].[c:13]1([P:14]([c:15]2[cH:16][cH:17][cH:18][cH:19][cH:20]2)[c:21]2[cH:22][cH:23][cH:24][cH:25][cH:26]2)[cH:27][cH:28][cH:29][cH:30][cH:31]1>>[O:1]([CH2:2][c:3]1[cH:4][n:5][c:6]2[cH:7][cH:8][cH:9][cH:10][c:11]2[cH:12]1)[N:33]1[C:34](=[O:43])[c:35]2[c:36]([cH:39][cH:40][cH:41][cH:42]2)[C:37]1=[O:38].